Dataset: the Open Reaction Database (ORD), a public repository of structured organic reaction records. Task: describe an organic reaction: reactants, conditions, products, and yield The reactants are CC1Nc2ccc(Br)cc2C(C)(C)O1, N#Cc1ccc(Br)s1, CC(=O)[O-], CCOC(C)=O, [K+], [Na+], [Na+], O=C([O-])[O-], CN(C)C=O. Product: CC1Nc2ccc(-c3ccc(C#N)s3)cc2C(C)(C)O1. As a reaction SMILES: [Br:1][c:2]1[cH:3][cH:4][c:5]2[c:6]([cH:14]1)[C:7]([CH3:12])([CH3:13])[O:8][CH:9]([CH3:11])[NH:10]2.[Br:20][c:21]1[cH:22][cH:23][c:24]([C:26]#[N:27])[s:25]1.[CH3:16][C:17](=[O:18])[O-:19].[CH3:39][CH2:40][O:41][C:42](=[O:43])[CH3:44].[K+:15].[Na+:28].[Na+:29].[O-:30][C:31](=[O:32])[O-:33].[O:34]=[CH:35][N:36]([CH3:37])[CH3:38]>>[c:2]1(-[c:21]2[cH:22][cH:23][c:24]([C:26]#[N:27])[s:25]2)[cH:3][cH:4][c:5]2[c:6]([cH:14]1)[C:7]([CH3:12])([CH3:13])[O:8][CH:9]([CH3:11])[NH:10]2. The product is CC(C)(C)OC(=O)Nc1ccc(OC2CCOCC2)c2ccccc12. The reactants are CC(C)(C)OC(=O)Nc1ccc(O)c2ccccc12, C1CCOC1, OC1CCOCC1, c1ccc(P(c2ccccc2)c2ccccc2)cc1. RXN SMILES: [C:20]([CH3:21])([CH3:22])([CH3:23])[O:24][C:25]([NH:26][c:27]1[cH:28][cH:29][c:30]([OH:37])[c:31]2[cH:32][cH:33][cH:34][cH:35][c:36]12)=[O:38].[CH2:46]1[O:47][CH2:48][CH2:49][CH2:50]1.[O:39]1[CH2:40][CH2:41][CH:42]([OH:45])[CH2:43][CH2:44]1.[c:1]1([P:2]([c:3]2[cH:4][cH:5][cH:6][cH:7][cH:8]2)[c:9]2[cH:10][cH:11][cH:12][cH:13][cH:14]2)[cH:15][cH:16][cH:17][cH:18][cH:19]1>>[C:20]([CH3:21])([CH3:22])([CH3:23])[O:24][C:25]([NH:26][c:27]1[cH:28][cH:29][c:30]([O:37][CH:42]2[CH2:41][CH2:40][O:39][CH2:44][CH2:43]2)[c:31]2[cH:32][cH:33][cH:34][cH:35][c:36]12)=[O:38].